Dataset: the Open Reaction Database (ORD), a public repository of structured organic reaction records. Task: describe an organic reaction: reactants, conditions, products, and yield The reactants are 163-g, BrC(C(=O)F)(C(F)(F)Br)F (2,3-dibromo-2,3,3-trifluoropropionyl fluoride), [Cl-].[Al+3].[Cl-].[Cl-] (aluminum chloride). Run in C(Cl)Cl (methylene chloride). The product is BrC(C(=O)Cl)(C(F)(F)Br)F (2,3-dibromo-2,3,3-trifluoropropionyl chloride). The yield is 57.0%. As a reaction SMILES: [Br:1][C:2]([F:10])([C:6]([Br:9])([F:8])[F:7])[C:3](F)=[O:4].[Cl-:11].[Al+3].[Cl-].[Cl-]>C(Cl)Cl>[Br:1][C:2]([F:10])([C:6]([Br:9])([F:8])[F:7])[C:3]([Cl:11])=[O:4] |f:1.2.3.4|. Reported procedure: A 163-g (0.56 mole) sample of 2,3-dibromo-2,3,3-trifluoropropionyl fluoride was added dropwise to a mechanically stirred suspension of 76 g (0.56 mole) of aluminum chloride in 282 ml of methylene chloride. The reaction mixture warmed spontaneously to 40°. After cooling, the volatile portion of the reaction mixture was distilled under reduced pressure into a Dry Ice-cooled trap. Redistillation gave 97.5 g (57%) of 2,3-dibromo-2,3,3-trifluoropropionyl chloride as a colorless liquid: bp 128°-129°; ... The reactants are ClC=1C=CC2=C(C(CC3=C(S2)C=C(C=C3)OC)Cl)C1 (8,10-dichloro-10,11-dihydro-3-methoxy-dibenzo[b,f]thiepin), C(C#C)N1CCNCC1 (N-(2-propynyl)-piperazine). Yields the product ClC=1C=CC2=C(C(CC3=C(S2)C=C(C=C3)OC)N3CCN(CC3)CC#C)C1 (1-[8-chloro-10,11-dihydro-3-methoxy-dibenzo[b,f]thiepin-10-yl]-4-(2-propynyl)-piperazine). RXN SMILES: [Cl:1][C:2]1[CH:3]=[CH:4][C:5]2[S:11][C:10]3[CH:12]=[C:13]([O:16][CH3:17])[CH:14]=[CH:15][C:9]=3[CH2:8][CH:7](Cl)[C:6]=2[CH:19]=1.[CH2:20]([N:23]1[CH2:28][CH2:27][NH:26][CH2:25][CH2:24]1)[C:21]#[CH:22]>>[Cl:1][C:2]1[CH:3]=[CH:4][C:5]2[S:11][C:10]3[CH:12]=[C:13]([O:16][CH3:17])[CH:14]=[CH:15][C:9]=3[CH2:8][CH:7]([N:26]3[CH2:27][CH2:28][N:23]([CH2:20][C:21]#[CH:22])[CH2:24][CH2:25]3)[C:6]=2[CH:19]=1. Procedure: In a manner analogous to that described in Example 1, from 8,10-dichloro-10,11-dihydro-3-methoxy-dibenzo[b,f]thiepin and N-(2-propynyl)-piperazine there is obtained 1-[8-chloro-10,11-dihydro-3-methoxy-dibenzo[b,f]thiepin-10-yl]-4-(2-propynyl)-piperazine, the dimethanesulfonate of which melts at 177°-180° C. Starting materials: C(=O)(OC(C)(C)C)CCCNN (3-Boc-amino-propylamine), CN1CCOCC1 (NMM), ClC=1C=C(C#N)C=CC1F (3-chloro-4-fluoro-benzonitrile). Run in CN(C)C=O (DMF). Conditions: time 3.5 hour. The product is C(=O)(OC(C)(C)C)CCCN(C1=C(C=C(C#N)C=C1)Cl)N (4-(3-Boc-amino-propyl-amino)-3-chloro-benzonitrile). RXN SMILES: [C:1]([CH2:8][CH2:9][CH2:10][NH:11][NH2:12])([O:3][C:4]([CH3:7])([CH3:6])[CH3:5])=[O:2].CN1CCOCC1.[Cl:20][C:21]1[CH:22]=[C:23]([CH:26]=[CH:27][C:28]=1F)[C:24]#[N:25]>CN(C=O)C>[C:1]([CH2:8][CH2:9][CH2:10][N:11]([NH2:12])[C:28]1[CH:27]=[CH:26][C:23]([C:24]#[N:25])=[CH:22][C:21]=1[Cl:20])([O:3][C:4]([CH3:5])([CH3:6])[CH3:7])=[O:2]. Procedure: 3.49 g (20 mmol) 3-Boc-amino-propylamine in 5 ml DMF are combined with 2.75 ml (25 mmol) NMM. After the addition of 3.11 g (20 mmol) 3-chloro-4-fluoro-benzonitrile the mixture is stirred for 3.5 hours at ambient temperature under a nitrogen atmosphere, heated to 105° C. for 20 minutes and extracted with ethyl acetate. The combined organic phases are washed with water and sat. sodium chloride solution, dried over magnesium sulphate and evaporated down i. vac. The residue is further reacted withou... RXN SMILES: [CH3:1][N:2]([CH3:3])[CH2:4][c:5]1[cH:6][c:7]([CH2:11][S:12][CH2:13][CH2:14][NH2:15])[n:8][cH:9][cH:10]1.[N+:16]([NH:17][c:20]1[n:21][cH:22][c:23]([CH2:27][c:28]2[cH:29][n:30][c:31]([CH3:35])[c:32]([CH3:34])[cH:33]2)[c:24](=[O:26])[nH:25]1)([O-:18])=[O:19].[cH:36]1[cH:37][cH:38][n:39][cH:40][cH:41]1>>[CH3:1][N:2]([CH3:3])[CH2:4][c:5]1[cH:6][c:7]([CH2:11][S:12][CH2:13][CH2:14][NH:15][c:20]2[n:21][cH:22][c:23]([CH2:27][c:28]3[cH:29][n:30][c:31]([CH3:35])[c:32]([CH3:34])[cH:33]3)[c:24](=[O:26])[nH:25]2)[n:8][cH:9][cH:10]1. Yields the product Cc1cc(Cc2cnc(NCCSCc3cc(CN(C)C)ccn3)[nH]c2=O)cnc1C. The reactants are CN(C)Cc1ccnc(CSCCN)c1, Cc1cc(Cc2cnc(N[N+](=O)[O-])[nH]c2=O)cnc1C, c1ccncc1. Reactants: CC(=O)O, CO, O, O, N=C(c1cccc(NC(=O)Nc2ccc(S(=O)(=O)c3ccc([N+](=O)[O-])cc3)cc2)c1)N1CCC(O)CC1, Cl[Sn]Cl. Product: N=C(c1cccc(NC(=O)Nc2ccc(S(=O)(=O)c3ccc(N)cc3)cc2)c1)N1CCC(O)CC1. As a reaction SMILES: [CH3:43][C:44](=[O:45])[OH:46].[CH3:47][OH:48].[OH2:1].[OH2:2].[OH:6][CH:7]1[CH2:8][CH2:9][N:10]([C:13]([c:14]2[cH:15][c:16]([NH:20][C:21](=[O:22])[NH:23][c:24]3[cH:25][cH:26][c:27]([S:30](=[O:31])(=[O:32])[c:33]4[cH:34][cH:35][c:36]([N+:39]([O-:40])=[O:41])[cH:37][cH:38]4)[cH:28][cH:29]3)[cH:17][cH:18][cH:19]2)=[NH:42])[CH2:11][CH2:12]1.[Sn:3]([Cl:4])[Cl:5]>>[OH:6][CH:7]1[CH2:8][CH2:9][N:10]([C:13]([c:14]2[cH:15][c:16]([NH:20][C:21](=[O:22])[NH:23][c:24]3[cH:25][cH:26][c:27]([S:30](=[O:31])(=[O:32])[c:33]4[cH:34][cH:35][c:36]([NH2:39])[cH:37][cH:38]4)[cH:28][cH:29]3)[cH:17][cH:18][cH:19]2)=[NH:42])[CH2:11][CH2:12]1.